This data is from the Open Reaction Database (ORD), a public repository of structured organic reaction records. The task is: describe an organic reaction: reactants, conditions, products, and yield Starting materials: COC(C1=C(C=CC=C1)C(\C=C\N(C)C)=O)=O (2-((E)-3-dimethylamino-acryloyl)-benzoic acid methyl ester), Cl.NO (hydroxylamine hydrochloride). The solvent is CO (methanol). Product: COC(C1=C(C=CC=C1)C1=CC=NO1)=O (2-isoxazol-5-yl-benzoic acid methyl ester). The yield is 52.0%. As a reaction SMILES: [CH3:1][O:2][C:3](=[O:17])[C:4]1[CH:9]=[CH:8][CH:7]=[CH:6][C:5]=1[C:10](=[O:16])/[CH:11]=[CH:12]/[N:13](C)C.Cl.NO>CO>[CH3:1][O:2][C:3](=[O:17])[C:4]1[CH:9]=[CH:8][CH:7]=[CH:6][C:5]=1[C:10]1[O:16][N:13]=[CH:12][CH:11]=1 |f:1.2|. Procedure details: To a solution of 2-((E)-3-dimethylamino-acryloyl)-benzoic acid methyl ester (1.295 mg, 5.552 mmol) in methanol (21 mL) is added hydroxylamine hydrochloride (964.5 mg, 13.88 mmol). The reaction mixture is heated to reflux for 1.5 hours. After this time, the reaction mixture is loaded onto silica gel and purified using silica gel flash column chromatography with 1-10% MeOH in CH2Cl2 as the eluent to give 2-isoxazol-5-yl-benzoic acid methyl ester (587 mg, 52%). The reactants are C1(=CC=CC=C1)[Li] (phenyl lithium), C1(=CC=CC=C1)[Li] (phenyl lithium), C(C1=CC=CC=C1)(=O)C1CCC2CCCCN2C1 (3-benzoylquinolizidine), [Li] (lithium), BrC1=CC=CC=C1 (bromobenzene). Solvent: O (water), CCOCC (ether), CCOCC (ether). Procedure: To a solution of phenyl lithium, which had been prepared by the reaction of 1.23 g. of lithium and 16.80 g. of bromobenzene, in 50 ml. of absolute ether was dropwise added a solution of 120 g. of 3-benzoylquinolizidine in absolute ether. The mixture was refluxed for 30 mins. with stirring. After the excess of phenyl lithium was decomposed with water, the reaction mixture was extracted with ether. The thus obtained etheral layer was washed with water and dried. After removing the solvent by disti... RXN SMILES: [C:1]1([Li])[CH:6]=[CH:5][CH:4]=[CH:3][CH:2]=1.[Li].BrC1C=CC=CC=1.[C:16]([CH:24]1[CH2:33][N:32]2[CH:27]([CH2:28][CH2:29][CH2:30][CH2:31]2)[CH2:26][CH2:25]1)(=O)[C:17]1[CH:22]=[CH:21][CH:20]=[CH:19][CH:18]=1>CCOCC.O>[C:1]1([C:16]([C:17]2[CH:18]=[CH:19][CH:20]=[CH:21][CH:22]=2)=[C:24]2[CH2:33][N:32]3[CH:27]([CH2:28][CH2:29][CH2:30][CH2:31]3)[CH2:26][CH2:25]2)[CH:6]=[CH:5][CH:4]=[CH:3][CH:2]=1 |^1:7|. Product: C1(=CC=CC=C1)C(=C1CCC2CCCCN2C1)C1=CC=CC=C1 (3-Diphenylmethylenequinolizidine).